This data is from the Open Reaction Database (ORD), a public repository of structured organic reaction records. The task is: describe an organic reaction: reactants, conditions, products, and yield RXN SMILES: [CH3:70][C:71]([CH3:72])([O-:73])[CH3:74].[CH:76]([NH:77][CH:78]([CH3:79])[CH3:80])([CH3:81])[CH3:82].[Cl:16][c:17]1[c:18]([Br:23])[cH:19][cH:20][cH:21][cH:22]1.[ClH:1].[Na+:75].[c:2]1([N:8]([NH2:9])[c:10]2[cH:11][cH:12][cH:13][cH:14][cH:15]2)[cH:3][cH:4][cH:5][cH:6][cH:7]1.[cH:24]1[cH:25][cH:26][c:27]([P:28]([c:29]2[cH:30][cH:31][c:32]3[c:33]([cH:34][cH:35][cH:36][cH:37]3)[c:38]2-[c:39]2[c:40]3[c:41]([cH:42][cH:43][cH:44][cH:45]3)[cH:46][cH:47][c:48]2[P:49]([c:50]2[cH:51][cH:52][cH:53][cH:54][cH:55]2)[c:56]2[cH:57][cH:58][cH:59][cH:60][cH:61]2)[c:62]2[cH:63][cH:64][cH:65][cH:66][cH:67]2)[cH:68][cH:69]1>>[c:2]1([N:8]([NH:9][c:18]2[c:17]([Cl:16])[cH:22][cH:21][cH:20][cH:19]2)[c:10]2[cH:11][cH:12][cH:13][cH:14][cH:15]2)[cH:3][cH:4][cH:5][cH:6][cH:7]1. The product is Clc1ccccc1NN(c1ccccc1)c1ccccc1. Reactants: CC(C)(C)[O-], CC(C)NC(C)C, Clc1ccccc1Br, Cl, [Na+], NN(c1ccccc1)c1ccccc1, c1ccc(P(c2ccccc2)c2ccc3ccccc3c2-c2c(P(c3ccccc3)c3ccccc3)ccc3ccccc23)cc1. Reactants: C1COCCN1, CCOC(=O)C1=CC(=CN=C1)Br. Reagents/catalysts: CC(C)(C)[O-].[Na+], CN(C)C1=CC=CC=C1C2=CC=CC=C2P(C3CCCCC3)C4CCCCC4, C1=CC=C(C=C1)/C=C/C(=O)/C=C/C2=CC=CC=C2.C1=CC=C(C=C1)/C=C/C(=O)/C=C/C2=CC=CC=C2.C1=CC=C(C=C1)/C=C/C(=O)/C=C/C2=CC=CC=C2.[Pd].[Pd]. The solvent is C1COCCO1. Run at temperature 100 celsius. Yields the product CCOC(=O)C1=CC(=CN=C1)N2CCOCC2. Isolated yield 0.0%. Procedure details: ethyl 5-bromonicotinate (200 mg, 0.87 mmol), morpholine (0.083 mL, 0.96 mmol), sodium 2-methylpropan-2-olate (167 mg, 1.74 mmol), 2'-(dicyclohexylphosphino)-N,N-dimethylbiphenyl-2-amine (17.11 mg, 0.04 mmol) and TRIS(DIBENZYLIDENEACETONE)DIPALLADIUM(0) (19.90 mg, 0.02 mmol) were suspended in dioxane (5 mL) and sealed into a microwave tube. The reaction was heated to 100 °C for 1 hour in the microwave reactor and cooled to RT. LCMS analysis appeared to indicate addition of 2 morpholine rings and ... The reactants are Cl (hydrochloric acid), aqueous solution, [OH-].[Na+] (sodium hydroxide), Cl.C(N)(=N)C1=CC=C(C=C1)N1CCN(CC1)C1C(CN(CC1)CC(=O)OCC)CCC(=O)OCC (ethyl 4-[4-(4-amidinophenyl)-1-piperazinyl]-1-ethoxycarbonylmethyl-3-piperidinepropionate hydrochloride). Solvent: C(C)O (ethanol). Conditions: time 5 hour. Product: Cl.C(N)(=N)C1=CC=C(C=C1)N1CCN(CC1)C1C(CN(CC1)CC(=O)O)CCC(=O)O (4-[4-(4-amidinophenyl)-1-piperazinyl)-1-carboxymethyl-3-piperidinepropionic acid hydrochloride). Isolated yield 57.8%. RXN SMILES: [ClH:1].[C:2]([C:5]1[CH:10]=[CH:9][C:8]([N:11]2[CH2:16][CH2:15][N:14]([CH:17]3[CH2:22][CH2:21][N:20]([CH2:23][C:24]([O:26]CC)=[O:25])[CH2:19][CH:18]3[CH2:29][CH2:30][C:31]([O:33]CC)=[O:32])[CH2:13][CH2:12]2)=[CH:7][CH:6]=1)(=[NH:4])[NH2:3].[OH-].[Na+].Cl>C(O)C>[ClH:1].[C:2]([C:5]1[CH:10]=[CH:9][C:8]([N:11]2[CH2:12][CH2:13][N:14]([CH:17]3[CH2:22][CH2:21][N:20]([CH2:23][C:24]([OH:26])=[O:25])[CH2:19][CH:18]3[CH2:29][CH2:30][C:31]([OH:33])=[O:32])[CH2:15][CH2:16]2)=[CH:7][CH:6]=1)(=[NH:3])[NH2:4] |f:0.1,2.3,6.7|. Procedure: 350 mg of ethyl 4-[4-(4-amidinophenyl)-1-piperazinyl]-1-ethoxycarbonylmethyl-3-piperidinepropionate hydrochloride was dissolved in 20 ml of ethanol, and 2.5 ml of an aqueous solution of 1N-sodium hydroxide was added thereto and stirred at room temperature for 5 hours. 2.5 ml of 1N-hydrochloric acid was added to the reaction liquid, from which the solvent was removed by distillation. The resulting residue was purified by HP-20 column chromatography (using a gradient eluent of water to water/ethan... Reactants: C(#N)C1=CC=C(C=C1)B(O)O (4-cyanophenylboronic acid), tetrakis triphenylphosphine palladium, BrC=1C=C2C(C(NC(C2=CC1)=O)=O)=CNC1=CC=C(C=C1)N1CCN(CC1)C (6-bromo-4-{[4-(4-methyl-piperazin-1-yl)-phenylamino]-methylene}-4H-isoquinoline-1,3-dione), C([O-])([O-])=O.[Cs+].[Cs+] (cesium carbonate). Run in CN(C=O)C (N,N-dimethylformamide), CN(C=O)C (N,N-dimethylformamide). Run at temperature 180 celsius. Yields the product CN1CCN(CC1)C1=CC=C(C=C1)NC=C1C(NC(C2=CC=C(C=C12)C1=CC=C(C#N)C=C1)=O)=O (4-(4-{[4-(4-Methyl-piperazin-1-yl)-phenylamino]-methylene}-1,3-dioxo-1,2,3,4-tetrahydro-isoquinolin-6-yl)-benzonitrile). Isolated yield 29.5%. RXN SMILES: Br[C:2]1[CH:3]=[C:4]2[C:9](=[CH:10][CH:11]=1)[C:8](=[O:12])[NH:7][C:6](=[O:13])[C:5]2=[CH:14][NH:15][C:16]1[CH:21]=[CH:20][C:19]([N:22]2[CH2:27][CH2:26][N:25]([CH3:28])[CH2:24][CH2:23]2)=[CH:18][CH:17]=1.[C:29]([C:31]1[CH:36]=[CH:35][C:34](B(O)O)=[CH:33][CH:32]=1)#[N:30].C(=O)([O-])[O-].[Cs+].[Cs+]>CN(C)C=O>[CH3:28][N:25]1[CH2:24][CH2:23][N:22]([C:19]2[CH:20]=[CH:21][C:16]([NH:15][CH:14]=[C:5]3[C:4]4[C:9](=[CH:10][CH:11]=[C:2]([C:34]5[CH:35]=[CH:36][C:31]([C:29]#[N:30])=[CH:32][CH:33]=5)[CH:3]=4)[C:8](=[O:12])[NH:7][C:6]3=[O:13])=[CH:17][CH:18]=2)[CH2:27][CH2:26]1 |f:2.3.4|. Reported procedure: To a suspension of 6-bromo-4-{[4-(4-methyl-piperazin-1-yl)-phenylamino]-methylene}-4H-isoquinoline-1,3-dione (221 mg, 0.5 mmol) in N,N-dimethylformamide (5 mL) is added 4-cyanophenylboronic acid (88 mg, 0.6 mmol), followed by 300 □L of 2M aqueous cesium carbonate and tetrakis triphenylphosphine palladium (30 mg, 0.06 mmol). The reaction mixture is subjected to microwave heating at 180° C. for 300 seconds. The reaction mixture is then diluted with N,N-dimethylformamide and purified by C18 reverse... Reactants: [CH2]C, [Cs+], [F-], CCOC(=O)CS(=O)(=N[Si](C)(C)C)c1ccccc1. Yields the product CCOC(=O)CS(=N)(=O)c1ccccc1. Reaction SMILES: [CH2:1][CH3:2].[Cs+:23].[F-:22].[c:3]1([S:9](=[O:10])(=[N:11][Si:12]([CH3:13])([CH3:14])[CH3:15])[CH2:16][C:17](=[O:18])[O:19][CH2:20][CH3:21])[cH:4][cH:5][cH:6][cH:7][cH:8]1>>[c:3]1([S:9](=[O:10])(=[NH:11])[CH2:16][C:17](=[O:18])[O:19][CH2:20][CH3:21])[cH:4][cH:5][cH:6][cH:7][cH:8]1. The reactants are ClC=1C=CC=2N(C1)C(=NC2C#N)CCC(C(F)(F)F)(F)F (6-chloro-3-(3,3,4,4,4-pentafluorobutyl)imidazo[1,5-A]pyridine-1-carbonitrile), N[Al]CCl (amino(chloro)methylaluminum). Solvent: C1(=CC=CC=C1)C (toluene). Reaction conditions: temperature 100 celsius, time 18 hour. Yields the product ClC=1C=CC=2N(C1)C(=NC2C(N)=N)CCC(C(F)(F)F)(F)F (6-chloro-3-(3,3,4,4,4-pentafluorobutyl)imidazo[1,5-A]pyridine-1-carboximidamide). Reaction SMILES: [Cl:1][C:2]1[CH:3]=[CH:4][C:5]2[N:6]([C:8]([CH2:13][CH2:14][C:15]([F:21])([F:20])[C:16]([F:19])([F:18])[F:17])=[N:9][C:10]=2[C:11]#[N:12])[CH:7]=1.[NH2:22][Al]CCl>C1(C)C=CC=CC=1>[Cl:1][C:2]1[CH:3]=[CH:4][C:5]2[N:6]([C:8]([CH2:13][CH2:14][C:15]([F:20])([F:21])[C:16]([F:19])([F:18])[F:17])=[N:9][C:10]=2[C:11](=[NH:22])[NH2:12])[CH:7]=1 |^1:22|. Procedure details: Trimethyl aluminum (2.0 M toluene, 10 mL, 20 mmol) was added to ammonium chloride (1.07 g, 20 mmol) suspended in toluene (30 mL) at 0° C. The solution was then stirred at room temperature for 2 hours to give a 0.5 M amino(chloro)methylaluminum solution in toluene. To the intermediate from Step I (2 g, 6.33 mmol) in toluene (1 mL) was added amino(chloro)methylaluminum (40 mL of 0.5 M solution in toluene, 20 mmol). The resulting mixture was left stirring at 100° C. for 18 hours. The reaction mixtu... Reported procedure: To a stirred solution of 1-(4-methylpiperazin-1-yl)naphthalene-7-carboxylic acid (0.270 g, 1.00 mmol) in anhydrous tetrahydrofuran (5 mL) at room temperature was added carbonyl diimidazole (0.178 mg, 1.10 mmol, 1.1 eq) directly as a solid. The resulting reaction solution was stirred at room temperature under nitrogen for 3 hours. The appropriate amine (1.1 mmol, 1.1 eq) was then added, and the resulting reaction solution was stirred at room temperature under nitrogen for 16 hours. A saturated so... Starting materials: CN1CCN(CC1)C1=CC=CC2=CC=C(C=C12)C(=O)O (1-(4-methylpiperazin-1-yl)naphthalene-7-carboxylic acid), C(=O)(C=1NC=CN1)C=1NC=CN1 (carbonyl diimidazole), C(O)([O-])=O.[Na+] (sodium hydrogen carbonate), amine. Run at time 3 hour. As a reaction SMILES: [CH3:1][N:2]1[CH2:7][CH2:6][N:5]([C:8]2[C:17]3[C:12](=[CH:13][CH:14]=[C:15](C(O)=O)[CH:16]=3)[CH:11]=[CH:10][CH:9]=2)[CH2:4][CH2:3]1.C(C1NC=CN=1)(C1[NH:24]C=CN=1)=O.[C:33](=[O:36])([O-])O.[Na+]>O1CCCC1>[CH3:1][N:2]1[CH2:7][CH2:6][N:5]([C:8]2[C:17]3[C:12](=[CH:13][CH:14]=[C:15]([C:33]([NH2:24])=[O:36])[CH:16]=3)[CH:11]=[CH:10][CH:9]=2)[CH2:4][CH2:3]1 |f:2.3|. The solvent is O1CCCC1 (tetrahydrofuran). The product is CN1CCN(CC1)C1=CC=CC2=CC=C(C=C12)C(=O)N (1-(4-methylpiperazin-1-yl)naphthalene-7-carboxamide). Reactants: B, O=C(c1cncc(Br)c1)N1CCOCC1, CSC, CCOC(C)=O, C1CCOC1. Product: Brc1cncc(CN2CCOCC2)c1. As a reaction SMILES: [BH3:19].[Br:1][c:2]1[cH:3][c:4]([C:8](=[O:9])[N:10]2[CH2:11][CH2:12][O:13][CH2:14][CH2:15]2)[cH:5][n:6][cH:7]1.[CH3:16][S:17][CH3:18].[CH3:20][CH2:21][O:22][C:23](=[O:24])[CH3:25].[O:26]1[CH2:27][CH2:28][CH2:29][CH2:30]1>>[Br:1][c:2]1[cH:3][c:4]([CH2:8][N:10]2[CH2:11][CH2:12][O:13][CH2:14][CH2:15]2)[cH:5][n:6][cH:7]1. Product: O=[N+]([O-])C=C1NCCCN1CC=CCl. Starting materials: ClC=CCCl, O=[N+]([O-])C=C1NCCCN1. Reaction SMILES: [Cl:11][CH:12]=[CH:13][CH2:14][Cl:15].[N+:1](=[O:2])([O-:3])[CH:4]=[C:5]1[NH:6][CH2:7][CH2:8][CH2:9][NH:10]1>>[N+:1](=[O:2])([O-:3])[CH:4]=[C:5]1[N:6]([CH2:14][CH:13]=[CH:12][Cl:11])[CH2:7][CH2:8][CH2:9][NH:10]1. Reactants: Cc1ccc(N)c(C)c1, O=[N+]([O-])O, O=S(=O)(O)O. The product is Cc1cc(C)c([N+](=O)[O-])cc1N. As a reaction SMILES: [CH3:1][c:2]1[cH:3][cH:4][c:5]([NH2:6])[c:7]([CH3:8])[cH:9]1.[OH:10][N+:11]([O-:12])=[O:13].[S:14](=[O:15])(=[O:16])([OH:17])[OH:18]>>[CH3:1][c:2]1[c:3]([N+:11](=[O:10])[O-:12])[cH:4][c:5]([NH2:6])[c:7]([CH3:8])[cH:9]1.